Dataset: the Open Reaction Database (ORD), a public repository of structured organic reaction records. Task: describe an organic reaction: reactants, conditions, products, and yield Starting materials: C1(=CC=CC=C1)C1(C(OCC1CNC(C)C)=O)C1=CC=CC=C1 (4,5-dihydro-3,3-diphenyl-4-isopropylaminomethylfuran-2-(3H)one), [H-].[Na+] (sodium hydride), [H-].[Na+] (sodium hydride). Solvent: C(C)(C)CC(C)(C)C (isooctane). Conditions: time 8 hour. The product is C1(=CC=CC=C1)C1(C(N(CC1CO)C(C)C)=O)C1=CC=CC=C1 (3,3-Diphenyl-4-hydroxymethyl-1-isopropyl-2-pyrrolidinone). As a reaction SMILES: [C:1]1([C:7]2([C:18]3[CH:23]=[CH:22][CH:21]=[CH:20][CH:19]=3)[CH:11]([CH2:12][NH:13][CH:14]([CH3:16])[CH3:15])[CH2:10][O:9][C:8]2=[O:17])[CH:6]=[CH:5][CH:4]=[CH:3][CH:2]=1.[H-].[Na+]>C(CC(C)(C)C)(C)C>[C:18]1([C:7]2([C:1]3[CH:6]=[CH:5][CH:4]=[CH:3][CH:2]=3)[CH:11]([CH2:10][OH:9])[CH2:12][N:13]([CH:14]([CH3:15])[CH3:16])[C:8]2=[O:17])[CH:19]=[CH:20][CH:21]=[CH:22][CH:23]=1 |f:1.2|. Procedure details: Fifty-three grams (0.17 mole) of 4,5-dihydro-3,3-diphenyl-4-isopropylaminomethylfuran-2-(3H)one was dissolved in 300 ml. of boiling isooctane and 0.25 g. of 67% sodium hydride added. After refluxing for 6.5 hours an additional 0.25 g. of 57% sodium hydride was added and refluxing was continued overnight. The cooled mixture was filtered and the solid was recrystallized from toluene. The 3,3-diphenyl-4-hydroxymethyl-1-isopropyl-2-pyrrolidinone weighed 42 g. (80%) and melted at 159°-161° C. Analysi... Reactants: FCC1CCN(CC1)C(=O)Cl (4-(Fluoromethyl)piperidine-1-carbonyl chloride), Cl.Cl.O1CCNCC2=C1C=CC(=C2)C=2C=CC1=C(NC(=N1)NC(OC)=O)C2 (Methyl [6-(2,3,4,5-tetrahydro-1,4-benzoxazepin-7-yl)-1H-benzimidazol-2-yl]carbamate dihydrochloride salt), CN(C)C=O (DMF), CCN(C(C)C)C(C)C (DIPEA). Run in ClCCl (dichloromethane), ClCCl (dichloromethane). Reaction conditions: temperature 0 celsius, time 30 minute. Product: FCC1CCN(CC1)C(=O)N1CCOC2=C(C1)C=C(C=C2)C=2C=CC1=C(NC(=N1)NC(OC)=O)C2 (methyl [6-(4-{[4-(fluoromethyl)piperidin-1-yl]carbonyl}-2,3,4,5-tetrahydro-1,4-benzoxazepin-7-yl)-1H-benzimidazol-2-yl]carbamate). The yield is 64.4%. Reaction SMILES: Cl.Cl.[O:3]1[C:9]2[CH:10]=[CH:11][C:12]([C:14]3[CH:15]=[CH:16][C:17]4[N:21]=[C:20]([NH:22][C:23](=[O:26])[O:24][CH3:25])[NH:19][C:18]=4[CH:27]=3)=[CH:13][C:8]=2[CH2:7][NH:6][CH2:5][CH2:4]1.CN(C=O)C.CCN(C(C)C)C(C)C.[F:42][CH2:43][CH:44]1[CH2:49][CH2:48][N:47]([C:50](Cl)=[O:51])[CH2:46][CH2:45]1>ClCCl>[F:42][CH2:43][CH:44]1[CH2:49][CH2:48][N:47]([C:50]([N:6]2[CH2:7][C:8]3[CH:13]=[C:12]([C:14]4[CH:15]=[CH:16][C:17]5[N:21]=[C:20]([NH:22][C:23](=[O:26])[O:24][CH3:25])[NH:19][C:18]=5[CH:27]=4)[CH:11]=[CH:10][C:9]=3[O:3][CH2:4][CH2:5]2)=[O:51])[CH2:46][CH2:45]1 |f:0.1.2|. Procedure details: Methyl [6-(2,3,4,5-tetrahydro-1,4-benzoxazepin-7-yl)-1H-benzimidazol-2-yl]carbamate dihydrochloride salt (51.7 mg, 0.13 mmol) was taken into DMF (1 mL) and dichloromethane (1 mL) followed by addition of DIPEA (88 uL, 0.52 mmol) and the mixture was cooled to 0° C. 4-(Fluoromethyl)piperidine-1-carbonyl chloride (reagent preparation 37) (33 mg, 0.13 mmol) was added to the mixture in a minimum of dichloromethane then stirred for 30 minutes. The mixture was partitioned with ethyl acetate and water an... The reactants are CCO, Cl, [NH4+], O, N#C[S-], Cc1ccccc1NN. Yields the product Cc1ccccc1NNC(N)=S. Reaction SMILES: [CH3:15][CH2:16][OH:17].[ClH:1].[NH4+:14].[OH2:18].[S-:11][C:12]#[N:13].[c:2]1([CH3:10])[c:3]([NH:8][NH2:9])[cH:4][cH:5][cH:6][cH:7]1>>[c:2]1([CH3:10])[c:3]([NH:8][NH:9][C:12](=[S:11])[NH2:13])[cH:4][cH:5][cH:6][cH:7]1. The reactants are CN(C)c1ccncc1, CC(=O)OC(C)=O, NCc1ccccn1, O, c1ccncc1. Yields the product CC(=O)NCc1ccccn1. Reaction SMILES: [CH3:22][N:23]([CH3:24])[c:25]1[cH:26][cH:27][n:28][cH:29][cH:30]1.[CH3:9][C:10](=[O:11])[O:12][C:13](=[O:14])[CH3:15].[NH2:1][CH2:2][c:3]1[n:4][cH:5][cH:6][cH:7][cH:8]1.[OH2:31].[cH:16]1[cH:17][cH:18][n:19][cH:20][cH:21]1>>[NH:1]([CH2:2][c:3]1[n:4][cH:5][cH:6][cH:7][cH:8]1)[C:10]([CH3:9])=[O:11]. The reactants are solution, CC(C)C[AlH]CC(C)C (DIBALH), C(#N)[C@@H]1CC[C@H](CC1)C1=CC=C(C=C1)C1=CC=C(C=C1)CCCCC (4-(trans-4-cyanocyclohexyl)-4'-pentylbiphenyl), O (Water), S(O)(O)(=O)=O (sulfuric acid). Run in CCCCCC (hexane), CCCCC (pentane). Conditions: time 18 hour. The product is C(=O)[C@@H]1CC[C@H](CC1)C1=CC=C(C=C1)C1=CC=C(C=C1)CCCCC (4-(trans-4-Formylcyclohexyl)-4'-pentylbiphenyl). As a reaction SMILES: CC(C[AlH]CC(C)C)C.[C:10]([C@H:12]1[CH2:17][CH2:16][C@H:15]([C:18]2[CH:23]=[CH:22][C:21]([C:24]3[CH:29]=[CH:28][C:27]([CH2:30][CH2:31][CH2:32][CH2:33][CH3:34])=[CH:26][CH:25]=3)=[CH:20][CH:19]=2)[CH2:14][CH2:13]1)#N.O.S(=O)(=O)(O)[OH:37]>CCCCCC.CCCCC>[CH:10]([C@H:12]1[CH2:17][CH2:16][C@H:15]([C:18]2[CH:23]=[CH:22][C:21]([C:24]3[CH:29]=[CH:28][C:27]([CH2:30][CH2:31][CH2:32][CH2:33][CH3:34])=[CH:26][CH:25]=3)=[CH:20][CH:19]=2)[CH2:14][CH2:13]1)=[O:37]. Reported procedure: 112 ml of a 20% solution of DIBALH in hexane are added dropwise to a solution of 33.2 g of 4-(trans-4-cyanocyclohexyl)-4'-pentylbiphenyl in 1 l of pentane, and the mixture is stirred for 18 hours. Water is then added dropwise until the evolution of gas subsides and then 200 ml of 25% sulfuric acid are added dropwise. The organic phase is separated off, dried over Na2SO4 and evaporated. Colourless deliquescent crystals are obtained. The reactants are C1=C(C=CC2=CC=CC=C12)C(C)O (1-(Naphthalen-2-yl)ethanol), P(Br)(Br)Br (PBr3). Solvent: C1(=CC=CC=C1)C (toluene). Conditions: temperature 0 celsius, time 1 hour. The product is BrC(C)C1=CC2=CC=CC=C2C=C1 (2-(1-bromoethyl)naphthalene). Reaction SMILES: [CH:1]1[C:10]2[C:5](=[CH:6][CH:7]=[CH:8][CH:9]=2)[CH:4]=[CH:3][C:2]=1[CH:11](O)[CH3:12].P(Br)(Br)[Br:15]>C1(C)C=CC=CC=1>[Br:15][CH:11]([C:2]1[CH:3]=[CH:4][C:5]2[C:10](=[CH:9][CH:8]=[CH:7][CH:6]=2)[CH:1]=1)[CH3:12]. Procedure details: 1-(Naphthalen-2-yl)ethanol (2.0 g, 11.6 mmol) was dissolved in toluene (30 mL). The solution was cooled to 0° C. PBr3 (1.09 mL, 11.6 mmol) was added dropwise over 15 min. The reaction mixture was then brought up to room temperature and stirred for 1 h. The mixture was washed with K2CO3 solution and extracted with EtOAc (3×30 mL). The EtOAc layer was washed with brine and dried (MgSO4). The solvent was evaporated off in-vacuo to give crude 2-(1-bromoethyl)naphthalene. This intermediate was used i... Reactants: [Si]([O-])([O-])([O-])O[Si](O)(O)O.[Na+].[Na+].[Na+].O (water sodium disodium disilicate), [Si]([O-])([O-])([O-])O[Si]([O-])([O-])[O-].[Na+].[Na+].[Na+].[Na+].[Na+].[Na+] (sodium disilicate). Solvent: O (water), O (water), O (water), O (water). Product: [Si]([O-])([O-])([O-])[O-].[Na+].[Na+].[Na+].[Na+] (sodium silicate). RXN SMILES: [Si:1]([O:5][Si](O)(O)O)([O-:4])([O-:3])[O-:2].[Na+:10].[Na+].[Na+].O.[Si](O[Si]([O-])([O-])[O-])([O-])([O-])[O-].[Na+].[Na+].[Na+].[Na+].[Na+].[Na+]>O>[Si:1]([O-:5])([O-:4])([O-:3])[O-:2].[Na+:10].[Na+:10].[Na+:10].[Na+:10] |f:0.1.2.3.4,5.6.7.8.9.10.11,13.14.15.16.17|. Reported procedure: EP-A-0 444 415 proposes detergents containing 5 to 50% by weight of at least one surfactant, 0.5 to 60% by weight of a builder and typical detergent ingredients, characterized in that an amorphous low-water sodium disodium disilicate with a water content of 0.3 to 6% by weight is used as the builder. In a preferred embodiment, the amorphous sodium disilicate is said to contain 0.5 to 2% by weight of water. These substantially water-free amorphous disilicates are produced by a multistage process ...